From a dataset of the Open Reaction Database (ORD), a public repository of structured organic reaction records. describe an organic reaction: reactants, conditions, products, and yield Starting materials: ClC1=CC=C(C(=O)C=2C=C3C(=CC(N(C3=CC2)C)=O)C2=CC=CC=C2)C=C1 (6-(4-chlorobenzoyl)-1-methyl-4-phenyl-2(1H)-quinolinone), C(=O)N (formamide), ice water. Run in C(=O)O (formic acid). Run at temperature 160 celsius. Yields the product ClC1=CC=C(C=C1)C(NC=O)C=1C=C2C(=CC(N(C2=CC1)C)=O)C1=CC=CC=C1 ((±)-N-[(4-chlorophenyl)-(1,2-dihydro-1-methyl-2-oxo-4-phenyl-6-quinolinyl)methyl]formamide). The yield is 93.0%. RXN SMILES: [Cl:1][C:2]1[CH:27]=[CH:26][C:5]([C:6]([C:8]2[CH:9]=[C:10]3[C:15](=[CH:16][CH:17]=2)[N:14]([CH3:18])[C:13](=[O:19])[CH:12]=[C:11]3[C:20]2[CH:25]=[CH:24][CH:23]=[CH:22][CH:21]=2)=O)=[CH:4][CH:3]=1.[CH:28]([NH2:30])=[O:29]>C(O)=O>[Cl:1][C:2]1[CH:3]=[CH:4][C:5]([CH:6]([C:8]2[CH:9]=[C:10]3[C:15](=[CH:16][CH:17]=2)[N:14]([CH3:18])[C:13](=[O:19])[CH:12]=[C:11]3[C:20]2[CH:25]=[CH:24][CH:23]=[CH:22][CH:21]=2)[NH:30][CH:28]=[O:29])=[CH:26][CH:27]=1. Procedure details: A mixture of 6-(4-chlorobenzoyl)-1-methyl-4-phenyl-2(1H)-quinolinone (24 g) in formamide (130 ml) and formic acid (100 ml) was stirred and heated at 160° C. for 12 hours. The mixture was poured into ice water and extracted with DCM. The organic layer was dried (MgSO4), filtered off and evaporated till dryness. The product was used without further purification, yielding 24.2 g (93%) of (±)-N-[(4-chlorophenyl)-(1,2-dihydro-1-methyl-2-oxo-4-phenyl-6-quinolinyl)methyl]formamide (interm. 5-a).